Dataset: the Open Reaction Database (ORD), a public repository of structured organic reaction records. Task: describe an organic reaction: reactants, conditions, products, and yield Reactants: C(C)B(C=1C=NC=CC1)CC (diethyl(3-pyridyl)borane), acetoxy, FC(S(=O)(=O)OC=1[C@]2(C)[C@@H](CC1)[C@@H]1CCC3CCCC[C@]3(C)[C@H]1CC2)(F)F (androst-16-en-17-yl trifluoromethanesulphonate), C(C)(=O)O[C@H]1C[C@@H]2CC[C@H]3[C@@H]4CCC([C@@]4(C)CC[C@@H]3[C@]2(CC1)C)=O (3α-acetoxy-5α-androstan-17-one), C([O-])([O-])=O.[Na+].[Na+] (sodium carbonate). Reagents/catalysts: Cl[Pd]([P](C1=CC=CC=C1)(C2=CC=CC=C2)C3=CC=CC=C3)([P](C4=CC=CC=C4)(C5=CC=CC=C5)C6=CC=CC=C6)Cl (bis(triphenylphosphine)palladium(II) chloride). The solvent is C1CCOC1 (THF). Yields the product C(C)(=O)O[C@H]1C[C@@H]2CC[C@H]3[C@@H]4CC=C([C@@]4(C)CC[C@@H]3[C@]2(CC1)C)C=1C=NC=CC1 (3α-Acetoxy-17-(3-pyridyl)-5α-androst-16-ene). The yield is 82.0%. As a reaction SMILES: C(B(CC)[C:4]1[CH:5]=[N:6][CH:7]=[CH:8][CH:9]=1)C.FC(F)(F)S(OC1[C@]2(CC[C@H]3[C@@H](CCC4[C@]3(C)CCCC4)[C@@H]2CC=1)C)(=O)=O.[C:39]([O:42][C@@H:43]1[CH2:60][CH2:59][C@@:58]2([CH3:61])[C@@H:45]([CH2:46][CH2:47][C@@H:48]3[C@@H:57]2[CH2:56][CH2:55][C@@:53]2([CH3:54])[C@H:49]3[CH2:50][CH2:51][C:52]2=O)[CH2:44]1)(=[O:41])[CH3:40].C(=O)([O-])[O-].[Na+].[Na+]>Cl[Pd](Cl)([P](C1C=CC=CC=1)(C1C=CC=CC=1)C1C=CC=CC=1)[P](C1C=CC=CC=1)(C1C=CC=CC=1)C1C=CC=CC=1.C1COCC1>[C:39]([O:42][C@@H:43]1[CH2:60][CH2:59][C@@:58]2([CH3:61])[C@@H:45]([CH2:46][CH2:47][C@@H:48]3[C@@H:57]2[CH2:56][CH2:55][C@@:53]2([CH3:54])[C@H:49]3[CH2:50][CH:51]=[C:52]2[C:4]2[CH:5]=[N:6][CH:7]=[CH:8][CH:9]=2)[CH2:44]1)(=[O:41])[CH3:40] |f:3.4.5,^1:71,90|. Procedure details: The method followed that described in Example 1, using in step (b) diethyl(3-pyridyl)borane (1.41 g, 9.6 mmol), 3,,-acetoxy- 5,,-androst-16-en-17-yl trifluoromethanesulphonate (3.44 g, 7.4 mmol), prepared from the 3α-acetoxy-5α-androstan-17-one by the method of step (a), THF (40 ml), bis(triphenylphosphine)palladium(II) chloride (52 mg, 0.07 mmol), and aqueous sodium carbonate (2M, 15 mmol). Chromatography, on elution with light petroleum-diethyl ether (2:1), afforded the title compound (2.39 g,...